From a dataset of the Open Reaction Database (ORD), a public repository of structured organic reaction records. describe an organic reaction: reactants, conditions, products, and yield Reactants: CCN(CC)CCNC(=O)c1c(C)[nH]c(C=O)c1C, C1CCNCC1, CCO, O=C1Cc2c(cccc2-c2ccc(Cl)cc2)N1. As a reaction SMILES: [CH2:18]([CH3:19])[N:20]([CH2:21][CH2:22][NH:23][C:24](=[O:25])[c:26]1[c:27]([CH3:34])[nH:28][c:29]([CH:32]=[O:33])[c:30]1[CH3:31])[CH2:35][CH3:36].[CH2:37]1[CH2:38][CH2:39][NH:40][CH2:41][CH2:42]1.[CH3:43][CH2:44][OH:45].[Cl:1][c:2]1[cH:3][cH:4][c:5](-[c:8]2[c:9]3[c:13]([cH:14][cH:15][cH:16]2)[NH:12][C:11](=[O:17])[CH2:10]3)[cH:6][cH:7]1>>[Cl:1][c:2]1[cH:3][cH:4][c:5](-[c:8]2[c:9]3[c:13]([cH:14][cH:15][cH:16]2)[NH:12][C:11](=[O:17])[C:10]3=[CH:32][c:29]2[nH:28][c:27]([CH3:34])[c:26]([C:24]([NH:23][CH2:22][CH2:21][N:20]([CH2:18][CH3:19])[CH2:35][CH3:36])=[O:25])[c:30]2[CH3:31])[cH:6][cH:7]1. Product: CCN(CC)CCNC(=O)c1c(C)[nH]c(C=C2C(=O)Nc3cccc(-c4ccc(Cl)cc4)c32)c1C. Starting materials: CO, CC1(C)C(=O)Nc2cc([N+](=O)[O-])ccc21. Reaction SMILES: [CH3:16][OH:17].[CH3:1][C:2]1([CH3:15])[C:3](=[O:14])[NH:4][c:5]2[cH:6][c:7]([N+:11]([O-:12])=[O:13])[cH:8][cH:9][c:10]21>>[CH3:1][C:2]1([CH3:15])[C:3](=[O:14])[NH:4][c:5]2[cH:6][c:7]([NH2:11])[cH:8][cH:9][c:10]21. Product: CC1(C)C(=O)Nc2cc(N)ccc21.